This data is from the Open Reaction Database (ORD), a public repository of structured organic reaction records. The task is: describe an organic reaction: reactants, conditions, products, and yield Starting materials: NC=1C=C2C(C(N(C2=CC1N)CCCC#N)=O)(C)C (4-(5,6-Diamino-3,3-dimethyl-2-oxo-2,3-dihydro-indol-1-yl)-butyronitrile), CSC(=NC(C1=CC=CC=C1)=O)SC (N-(bis-methylsulfanyl-methylene)-benzamide). Run in CN(C=O)C (N,N-dimethylformamide). Yields the product C(#N)CCCN1C(C(C=2C=C3C(=CC12)NC(=N3)NC(C3=CC=CC=C3)=O)(C)C)=O (N-[5-(3-Cyano-propyl)-7,7-dimethyl-6-oxo-3,5,6,7-tetrahydro-imidazo [4,5-f]indol-2-yl]-benzamide). Isolated yield 32.4%. As a reaction SMILES: [NH2:1][C:2]1[CH:3]=[C:4]2[C:8](=[CH:9][C:10]=1[NH2:11])[N:7]([CH2:12][CH2:13][CH2:14][C:15]#[N:16])[C:6](=[O:17])[C:5]2([CH3:19])[CH3:18].CS[C:22](SC)=[N:23][C:24](=[O:31])[C:25]1[CH:30]=[CH:29][CH:28]=[CH:27][CH:26]=1>CN(C)C=O>[C:15]([CH2:14][CH2:13][CH2:12][N:7]1[C:8]2[CH:9]=[C:10]3[NH:11][C:22]([NH:23][C:24](=[O:31])[C:25]4[CH:30]=[CH:29][CH:28]=[CH:27][CH:26]=4)=[N:1][C:2]3=[CH:3][C:4]=2[C:5]([CH3:19])([CH3:18])[C:6]1=[O:17])#[N:16]. Reported procedure: A solution of B37 (190 mg) and N-(bis-methylsulfanyl-methylene)-benzamide (150 mg; 0.67 mmol) in dry N,N-dimethylformamide (3 ml) is stirred at 150° C. for 24 h. The mixture is evaporated to dryness and the residue is purified by preparative RP-HPLC eluted with MeCN/water to yield the desired compound (84.2 mg).